From a dataset of the Open Reaction Database (ORD), a public repository of structured organic reaction records. describe an organic reaction: reactants, conditions, products, and yield As a reaction SMILES: [C:45](=[O:46])([O-:47])[O-:48].[CH2:1]([c:2]1[cH:3][cH:4][cH:5][cH:6][cH:7]1)[N:8]1[CH2:9][CH2:10][C:11]2([CH2:12][NH:13][c:14]3[cH:15][cH:16][cH:17][c:18]([CH:20]4[N:21]([C:25](=[O:26])[O:27][C:28]([CH3:29])([CH3:30])[CH3:31])[CH2:22][CH2:23][CH2:24]4)[c:19]32)[CH2:32][CH2:33]1.[CH3:51][c:52]1[cH:53][cH:54][cH:55][cH:56][cH:57]1.[Cl:34][c:35]1[c:36]2[c:37]([n:38][cH:39][n:40]1)[CH2:41][CH2:42][CH:43]2[CH3:44].[Cs+:49].[Cs+:50].[O-:59][C:60]([CH3:61])=[O:62].[O-:63][C:64]([CH3:65])=[O:66].[Pd+2:58]>>[CH2:1]([c:2]1[cH:3][cH:4][cH:5][cH:6][cH:7]1)[N:8]1[CH2:9][CH2:10][C:11]2([CH2:12][N:13]([c:35]3[c:36]4[c:37]([n:38][cH:39][n:40]3)[CH2:41][CH2:42][CH:43]4[CH3:44])[c:14]3[cH:15][cH:16][cH:17][c:18]([CH:20]4[N:21]([C:25](=[O:26])[O:27][C:28]([CH3:29])([CH3:30])[CH3:31])[CH2:22][CH2:23][CH2:24]4)[c:19]32)[CH2:32][CH2:33]1. Reactants: O=C([O-])[O-], CC(C)(C)OC(=O)N1CCCC1c1cccc2c1C1(CCN(Cc3ccccc3)CC1)CN2, Cc1ccccc1, CC1CCc2ncnc(Cl)c21, [Cs+], [Cs+], CC(=O)[O-], CC(=O)[O-], [Pd+2]. Product: CC1CCc2ncnc(N3CC4(CCN(Cc5ccccc5)CC4)c4c(C5CCCN5C(=O)OC(C)(C)C)cccc43)c21. Starting materials: CCOC(=O)COc1ccc2cc(-c3sc4ccccc4c3C(=O)Cc3ccccc3)ccc2c1Br, C1CCOC1, Cl, [K+], [OH-], O. The product is O=C(O)COc1ccc2cc(-c3sc4ccccc4c3C(=O)Cc3ccccc3)ccc2c1Br. RXN SMILES: [CH2:1]([CH3:2])[O:3][C:4]([CH2:5][O:6][c:7]1[c:8]([Br:35])[c:9]2[cH:10][cH:11][c:12](-[c:17]3[c:18]([C:26]([CH2:27][c:28]4[cH:29][cH:30][cH:31][cH:32][cH:33]4)=[O:34])[c:19]4[c:20]([s:21]3)[cH:22][cH:23][cH:24][cH:25]4)[cH:13][c:14]2[cH:15][cH:16]1)=[O:36].[CH2:40]1[O:41][CH2:42][CH2:43][CH2:44]1.[ClH:39].[K+:38].[OH-:37].[OH2:45]>>[O:3]=[C:4]([CH2:5][O:6][c:7]1[c:8]([Br:35])[c:9]2[cH:10][cH:11][c:12](-[c:17]3[c:18]([C:26]([CH2:27][c:28]4[cH:29][cH:30][cH:31][cH:32][cH:33]4)=[O:34])[c:19]4[c:20]([s:21]3)[cH:22][cH:23][cH:24][cH:25]4)[cH:13][c:14]2[cH:15][cH:16]1)[OH:36]. The solvent is CO (methanol), O (water), O (water). The product is C(C)N(C=1C=CC(=NC1)C(=O)O)CC (5-diethylaminopicolinic acid). Reactants: Cl (HCl), C(C)N(C=1C=CC(=NC1)C(=O)OC)CC (methyl 5-diethylaminopicolinate), solution, [OH-].[Na+] (NaOH). Procedure details: To a stirred solution containing 2.5 g of methyl 5-diethylaminopicolinate in 40 ml methanol is added 40 ml water and 1.04 g of a 50% solution of NaOH in water. The mixture is heated to reflux and allowed to cool to room temperature. This is repeated. The base is neutralized with concentrated HCl, and the solvents removed in vacuo. The residue is dried azeotropically with dioxane. The residue is then extracted into ethanol. Concentration of the ethanol gives 5-diethylaminopicolinic acid as a whit... Reaction SMILES: [CH2:1]([N:3]([CH2:14][CH3:15])[C:4]1[CH:5]=[CH:6][C:7]([C:10]([O:12]C)=[O:11])=[N:8][CH:9]=1)[CH3:2].[OH-].[Na+].Cl>CO.O>[CH2:14]([N:3]([CH2:1][CH3:2])[C:4]1[CH:5]=[CH:6][C:7]([C:10]([OH:12])=[O:11])=[N:8][CH:9]=1)[CH3:15] |f:1.2|. Reactants: C(C)OC(C(C)(C)OC1=CC=C(C=C1)OCCC=1N=C(OC1C)C1=CC=C(C=C1)Br)=O (2-(4-{2-[2-(4-bromophenyl)-5-methyloxazol-4-yl]ethoxy}phenoxy)-2-methylpropionic acid ethyl ester), C1(CCCCC1)P(C1=C(C=CC=C1)C1=CC=CC=C1)C1CCCCC1 (2-(dicyclohexylphosphino)biphenyl), FC1=C(C=CC=C1)B(O)O (2-fluorophenylboronic acid), [F-].[K+] (potassium fluoride). Reagents/catalysts: C(C)(=O)[O-].[Pd+2].C(C)(=O)[O-] (palladium acetate). The solvent is C1CCOC1 (THF). Yields the product C(C)OC(C(C)(C)OC1=CC=C(C=C1)OCCC=1N=C(OC1C)C1=CC=C(C=C1)C1=C(C=CC=C1)F)=O (2-(4-{2-[2-(2′-Fluoro-biphenyl-4-yl)-5-methyloxazol-4-yl]-ethoxy}-phenoxy)-2-methylpropionic acid ethyl ester). RXN SMILES: [CH2:1]([O:3][C:4](=[O:31])[C:5]([O:8][C:9]1[CH:14]=[CH:13][C:12]([O:15][CH2:16][CH2:17][C:18]2[N:19]=[C:20]([C:24]3[CH:29]=[CH:28][C:27](Br)=[CH:26][CH:25]=3)[O:21][C:22]=2[CH3:23])=[CH:11][CH:10]=1)([CH3:7])[CH3:6])[CH3:2].[F:32][C:33]1[CH:38]=[CH:37][CH:36]=[CH:35][C:34]=1B(O)O.[F-].[K+].C1(P(C2CCCCC2)C2C=CC=CC=2C2C=CC=CC=2)CCCCC1>C([O-])(=O)C.[Pd+2].C([O-])(=O)C.C1COCC1>[CH2:1]([O:3][C:4](=[O:31])[C:5]([O:8][C:9]1[CH:14]=[CH:13][C:12]([O:15][CH2:16][CH2:17][C:18]2[N:19]=[C:20]([C:24]3[CH:29]=[CH:28][C:27]([C:34]4[CH:35]=[CH:36][CH:37]=[CH:38][C:33]=4[F:32])=[CH:26][CH:25]=3)[O:21][C:22]=2[CH3:23])=[CH:11][CH:10]=1)([CH3:7])[CH3:6])[CH3:2] |f:2.3,5.6.7|. Procedure details: A solution of 2-(4-{2-[2-(4-bromophenyl)-5-methyloxazol-4-yl]ethoxy}phenoxy)-2-methylpropionic acid ethyl ester (300 mg, 0.614 mmol) (see Ex. 2, part B), 2-fluorophenylboronic acid (0.921 mmol), potassium fluoride (88.6 mg, 1.84 mmol), palladium acetate (1.3 mg, 0.14 μmol), and 2-(dicyclohexylphosphino)biphenyl (4.3 mg, 12.3 μmol) were combined under N2, to which anhydrous THF (1.23 mL) was added. The yellow mixture was heated at reflux for 12 h. After cooling to room temperature, the mixture wa... Product: CN1CC(CCCl)Oc2ccc(Cl)cc2C1=S. Reaction SMILES: [CH3:32][c:33]1[cH:34][cH:35][cH:36][cH:37][cH:38]1.[Cl:1][c:2]1[cH:3][cH:4][c:5]2[c:6]([cH:17]1)[C:7](=[O:16])[N:8]([CH3:15])[CH2:9][CH:10]([CH2:12][CH2:13][Cl:14])[O:11]2.[P:18]12(=[S:19])[S:20][P:21]3(=[S:31])[S:22][P:23](=[S:29])([S:24][P:25](=[S:28])([S:26]3)[S:27]1)[S:30]2>>[Cl:1][c:2]1[cH:3][cH:4][c:5]2[c:6]([cH:17]1)[C:7](=[S:19])[N:8]([CH3:15])[CH2:9][CH:10]([CH2:12][CH2:13][Cl:14])[O:11]2. Starting materials: Cc1ccccc1, CN1CC(CCCl)Oc2ccc(Cl)cc2C1=O, S=P12SP3(=S)SP(=S)(S1)SP(=S)(S2)S3. Reactants: ClCCl, COc1ccc(-c2cn(-c3ccncc3)c3cc(N4CCN(C(=O)OC(C)(C)C)CC4)ccc23)cc1, O=C(O)C(F)(F)F. Yields the product COc1ccc(-c2cn(-c3ccncc3)c3cc(N4CCNCC4)ccc23)cc1. RXN SMILES: [CH2:44]([Cl:45])[Cl:46].[CH3:8][O:9][c:10]1[cH:11][cH:12][c:13](-[c:16]2[cH:17][n:18](-[c:38]3[cH:39][cH:40][n:41][cH:42][cH:43]3)[c:19]3[cH:20][c:21]([N:25]4[CH2:26][CH2:27][N:28]([C:31]([O:32][C:33]([CH3:34])([CH3:35])[CH3:36])=[O:37])[CH2:29][CH2:30]4)[cH:22][cH:23][c:24]23)[cH:14][cH:15]1.[OH:1][C:2]([C:3]([F:4])([F:5])[F:6])=[O:7]>>[CH3:8][O:9][c:10]1[cH:11][cH:12][c:13](-[c:16]2[cH:17][n:18](-[c:38]3[cH:39][cH:40][n:41][cH:42][cH:43]3)[c:19]3[cH:20][c:21]([N:25]4[CH2:26][CH2:27][NH:28][CH2:29][CH2:30]4)[cH:22][cH:23][c:24]23)[cH:14][cH:15]1. Starting materials: CCCN(CCc1cccc(OC)c1)CCc1c[nH]c2ccccc12, Cl, [NH4+], [OH-], O. Product: Cl, CCCN(CCc1cccc(O)c1)CCc1c[nH]c2ccccc12. RXN SMILES: [CH3:2][O:3][c:4]1[cH:5][c:6]([CH2:10][CH2:11][N:12]([CH2:13][CH2:14][c:15]2[cH:16][nH:17][c:18]3[cH:19][cH:20][cH:21][cH:22][c:23]23)[CH2:24][CH2:25][CH3:26])[cH:7][cH:8][cH:9]1.[ClH:1].[NH4+:27].[OH-:28].[OH2:29]>>[ClH:1].[OH:3][c:4]1[cH:5][c:6]([CH2:10][CH2:11][N:12]([CH2:13][CH2:14][c:15]2[cH:16][nH:17][c:18]3[cH:19][cH:20][cH:21][cH:22][c:23]23)[CH2:24][CH2:25][CH3:26])[cH:7][cH:8][cH:9]1.